From a dataset of the Open Reaction Database (ORD), a public repository of structured organic reaction records. describe an organic reaction: reactants, conditions, products, and yield The reactants are C(C1=CC=CC=C1)OC1=CC=C(C=C1)C1=CC=C(O1)C#N (5-(p-benzyloxyphenyl)-2-furonitrile), Cl.NO (hydroxylamine hydrochloride), [OH-].[K+] (KOH). Solvent: C(C)O (ethanol). The product is C(C1=CC=CC=C1)OC1=CC=C(C=C1)C1=CC=C(O1)C(N)=NO (5-(p-Benzyloxyphenyl)-2-furamidoxime). RXN SMILES: [CH2:1]([O:8][C:9]1[CH:14]=[CH:13][C:12]([C:15]2[O:19][C:18]([C:20]#[N:21])=[CH:17][CH:16]=2)=[CH:11][CH:10]=1)[C:2]1[CH:7]=[CH:6][CH:5]=[CH:4][CH:3]=1.Cl.[NH2:23][OH:24].[OH-].[K+]>C(O)C>[CH2:1]([O:8][C:9]1[CH:14]=[CH:13][C:12]([C:15]2[O:19][C:18]([C:20](=[N:23][OH:24])[NH2:21])=[CH:17][CH:16]=2)=[CH:11][CH:10]=1)[C:2]1[CH:3]=[CH:4][CH:5]=[CH:6][CH:7]=1 |f:1.2,3.4|. Procedure details: A mixture of 30 g (0.11 mole) of 5-(p-benzyloxyphenyl)-2-furonitrile, 8.3 g (0.12 mole) of hydroxylamine hydrochloride, 8 g (0.12 mole) of KOH and 330 ml of absolute ethanol was refluxed for 11/2 hours, cooled in an ice bath and filtered. The solid obtained was recrystallized from 95% ethanol to yield 19 g (56%). An analytical sample was obtained by drying a sample in the vacuum pistol at the temperature of refluxing CHCl3, m.p. 145°-146°. Starting materials: S(O)(O)(=O)=O (sulphuric acid), O1[C@H]2[C@@H]1C[C@@H]1CC[C@H]3[C@@H]4CC[C@H](C(C)=O)[C@]4(CC([C@@H]3[C@]1(C2)C)=O)C (2α,3α-Epoxy-5α-pregnane-11,20-dione), CO (methanol), O (water). Conditions: time 20 minute. Yields the product O[C@H]1C[C@@H]2CC[C@H]3[C@@H]4CC[C@H](C(C)=O)[C@]4(CC([C@@H]3[C@]2(C[C@@H]1OC)C)=O)C (3α-hydroxy-2β-methoxy-5α-pregnane-11,20-dione). As a reaction SMILES: [O:1]1[C@H:3]2[CH2:4][C@H:5]3[C@:20]([CH3:22])([CH2:21][C@@H:2]12)[C@@H:19]1[C@H:8]([C@H:9]2[C@:16]([CH3:24])([CH2:17][C:18]1=[O:23])[C@@H:12]([C:13](=[O:15])[CH3:14])[CH2:11][CH2:10]2)[CH2:7][CH2:6]3.S(=O)(=O)(O)O.[OH2:30].[CH3:31]O>>[OH:30][C@@H:3]1[C@@H:2]([O:1][CH3:31])[CH2:21][C@@:20]2([CH3:22])[C@@H:5]([CH2:6][CH2:7][C@@H:8]3[C@@H:19]2[C:18](=[O:23])[CH2:17][C@@:16]2([CH3:24])[C@H:9]3[CH2:10][CH2:11][C@@H:12]2[C:13](=[O:15])[CH3:14])[CH2:4]1. Procedure details: 2α,3α-Epoxy-5α-pregnane-11,20-dione (200 mg) was dissolved in dry methanol (20 ml), and concentrated sulphuric acid (0.1 ml.) was added. The solution was stirred at room temperature for 20 minutes, and then poured into water (125 ml.) to give a white crystalline precipitate which was filtered off and dried in vacuo over phosphorus pentoxide to give 3α-hydroxy-2β-methoxy-5α-pregnane-11,20-dione (175 mg.), m.p. 163°-164°, [α]D + 109°. Starting materials: O=C(CC(=O)OC)CC (methyl 3-oxopentanoate), S(=O)(=O)(Cl)Cl (sulfuryl chloride). Solvent: C1(=CC=CC=C1)C (toluene). Conditions: time 8 hour. Product: ClC(C(=O)OC)C(CC)=O (Methyl 2-Chloro-3-oxopentanoate). Yield: 100.0%. As a reaction SMILES: [O:1]=[C:2]([CH2:8][CH3:9])[CH2:3][C:4]([O:6][CH3:7])=[O:5].S(Cl)([Cl:13])(=O)=O>C1(C)C=CC=CC=1>[Cl:13][CH:3]([C:2](=[O:1])[CH2:8][CH3:9])[C:4]([O:6][CH3:7])=[O:5]. Procedure: A solution of 104 g (0.8 mol) of methyl 3-oxopentanoate (available from Wacker Chemical) in 500 ml of toluene was cooled to 0 to 5° C., and 108 g (0.8 mol) of sulfuryl chloride was added thereto dropwise, followed by stirring at room temperature overnight. Toluene was removed by evaporation to give 131.6 g (0.8 mol; yield: 100%) of the title compound. Starting materials: C1(CCCCC1)C(C(=O)OCC)C(=O)OCC (diethyl cyclohexylmalonate), C(C(C)C)C(C(=O)OCC)C(=O)OCC (diethyl i-butylmalonate), CC(CC(CO)(CO)CO)(C)C (2-(2,2-dimethylpropyl)-2-hydroxymethylpropane-1,3-diol). Yields the product C1(CCCCC1)C(CO)(CO)CO (2-Cyclohexyl-2-hydroxymethylpropan-1,3-diol), C(C(C)C)C(CO)(CO)CO (2-isobutyl-2-hydroxymethylpropan-1,3-diol). Reaction SMILES: [CH:1]1([CH:7]([C:13]([O:15]CC)=O)[C:8]([O:10]CC)=O)[CH2:6][CH2:5][CH2:4][CH2:3][CH2:2]1.C(C(C(OCC)=O)[C:23](OCC)=[O:24])C(C)C.[CH3:33][C:34](C)([CH3:43])[CH2:35][C:36]([CH2:41][OH:42])([CH2:39][OH:40])[CH2:37][OH:38]>>[CH:1]1([C:7]([CH2:8][OH:10])([CH2:13][OH:15])[CH2:23][OH:24])[CH2:2][CH2:3][CH2:4][CH2:5][CH2:6]1.[CH2:35]([C:36]([CH2:37][OH:38])([CH2:39][OH:40])[CH2:41][OH:42])[CH:34]([CH3:43])[CH3:33]. Reported procedure: 2-Cyclohexyl-2-hydroxymethylpropan-1,3-diol and 2-isobutyl-2-hydroxymethylpropan-1,3-diol were prepared from diethyl cyclohexylmalonate and diethyl i-butylmalonate respectively in a manner analogous to the synthesis of 2-(2,2-dimethylpropyl)-2-hydroxymethylpropane-1,3-diol (example 5). The reactants are C(C=C)(=O)Cl (acryloyl chloride), C(C=C)(=O)Cl (acryloyl chloride), NC=1C=C(C=CC1)N1C(C=CC2=C1N=C(N=C2)NC2=C(C=C(C=C2)N2CCN(CC2)C)OC)=O (8-(3-aminophenyl)-2-((2-methoxy-4-(4-methylpiperazin-1-yl)phenyl)amino)pyrido[2,3-d]pyrimidin-7(8H)-one), CCN(C(C)C)C(C)C (DIEA), C(C=C)(=O)Cl (acryloyl chloride), C(=O)(O)[O-].[Na+] (NaHCO3). Run in C(Cl)Cl (DCM), C1CCOC1 (THF). Conditions: temperature 0 celsius, time 1.5 hour. Product: COC1=C(C=CC(=C1)N1CCN(CC1)C)NC=1N=CC2=C(N1)N(C(C=C2)=O)C=2C=C(C=CC2)NC(C=C)=O (N-(3-(2-((2-methoxy-4-(4-methyl-1-piperazinyl)phenyl)amino)-7-oxopyrido[2,3-d]pyrimidin-8(7H)-yl)phenyl)-2-propenamide). As a reaction SMILES: [NH2:1][C:2]1[CH:3]=[C:4]([N:8]2[C:13]3[N:14]=[C:15]([NH:18][C:19]4[CH:24]=[CH:23][C:22]([N:25]5[CH2:30][CH2:29][N:28]([CH3:31])[CH2:27][CH2:26]5)=[CH:21][C:20]=4[O:32][CH3:33])[N:16]=[CH:17][C:12]=3[CH:11]=[CH:10][C:9]2=[O:34])[CH:5]=[CH:6][CH:7]=1.CCN(C(C)C)C(C)C.[C:44](Cl)(=[O:47])[CH:45]=[CH2:46].C([O-])(O)=O.[Na+]>C(Cl)Cl.C1COCC1>[CH3:33][O:32][C:20]1[CH:21]=[C:22]([N:25]2[CH2:30][CH2:29][N:28]([CH3:31])[CH2:27][CH2:26]2)[CH:23]=[CH:24][C:19]=1[NH:18][C:15]1[N:16]=[CH:17][C:12]2[CH:11]=[CH:10][C:9](=[O:34])[N:8]([C:4]3[CH:3]=[C:2]([NH:1][C:44](=[O:47])[CH:45]=[CH2:46])[CH:7]=[CH:6][CH:5]=3)[C:13]=2[N:14]=1 |f:3.4|. Procedure: 8-(3-Aminophenyl)-2-((2-methoxy-4-(4-methylpiperazin-1-yl)phenyl)amino)pyrido[2,3-d]pyrimidin-7(8H)-one (1b) (2.17 g, 4.74 mmol) in DCM (30 mL) and THF (30 mL) at 0° C. was treated with DIEA (1.66 mL, 9.49 mmol) and acryloyl chloride (0.46 mL, 5.69 mmol) dropwise over 15 min and stirred at 0° C. After 1.5 h, additional acryloyl chloride (0.20 mL) was added slowly over 10 min then the suspension was stirred at 0° C. for another 20 min. Additional acryloyl chloride (0.1 mL) was added and the react...